This data is from the Open Reaction Database (ORD), a public repository of structured organic reaction records. The task is: describe an organic reaction: reactants, conditions, products, and yield Reactants: resultant residue, C(C)(=O)SCC(C(=O)N[C@@H](C)C(=O)N1[C@H](C(=O)O)CCC1)CC1=CC=CC=C1 (N-[N-(3-Acetylthio-2-Benzylpropionyl)-L-Alanyl]-L-Proline), N (ammonia). The reagents and catalysts are [Zn] (zinc). Solvent: CO (MeOH), CO (methanol). Product: [NH4+].[OH-] (NH4OH), C(C1=CC=CC=C1)C(C(=O)N[C@@H](C)C(=O)N1[C@H](C(=O)O)CCC1)CS (N-[N-(2-Benzyl-3-Mercaptopropionyl)-L-Alanyl]-L-Proline). RXN SMILES: C([S:4][CH2:5][CH:6]([CH2:22][C:23]1[CH:28]=[CH:27][CH:26]=[CH:25][CH:24]=1)[C:7]([NH:9][C@H:10]([C:12]([N:14]1[CH2:21][CH2:20][CH2:19][C@H:15]1[C:16]([OH:18])=[O:17])=[O:13])[CH3:11])=[O:8])(=[O:3])C.N>[Zn].CO>[NH4+:9].[OH-:3].[CH2:22]([CH:6]([CH2:5][SH:4])[C:7]([NH:9][C@H:10]([C:12]([N:14]1[CH2:21][CH2:20][CH2:19][C@H:15]1[C:16]([OH:18])=[O:17])=[O:13])[CH3:11])=[O:8])[C:23]1[CH:24]=[CH:25][CH:26]=[CH:27][CH:28]=1 |f:4.5|. Procedure: Treat the product from Step 1 with methanol saturated with ammonia as described in Example 12, Step 3 (before chromatography). Treat the resultant residue with zinc powder as described in Example 17. Chromatograph the product on flash grade silica gel using CH2Cl2MeOH:NH4OH (97.5:2.5:0.25) to give the title compound, [α]D26 =-118.2° (MeOH). Starting materials: NC1=C2CN(C(C2=CC=C1)=O)C1C(NC(CC1)=O)=O (3-(4-amino-1-oxoisoindolin-2-yl)piperidine-2,6-dione), C(C1=CC=CC=C1)=O (benzaldehyde), [BH4-].[Na+] (sodium borohydride). The solvent is C(C)(=O)O (acetic acid), CO (methanol). Conditions: time 18 hour. Yields the product O=C1N(CC2=C(C=CC=C12)NCC1=CC=CC=C1)C1C(NC(CC1)=O)=O (3-{1-oxo-4-[benzylamino]isoindolin-2-yl}piperidine-2,6-dione). Isolated yield 60.1%. As a reaction SMILES: [NH2:1][C:2]1[CH:10]=[CH:9][CH:8]=[C:7]2[C:3]=1[CH2:4][N:5]([CH:12]1[CH2:17][CH2:16][C:15](=[O:18])[NH:14][C:13]1=[O:19])[C:6]2=[O:11].[CH:20](=O)[C:21]1[CH:26]=[CH:25][CH:24]=[CH:23][CH:22]=1.[BH4-].[Na+]>CO.C(O)(=O)C>[O:11]=[C:6]1[C:7]2[C:3](=[C:2]([NH:1][CH2:20][C:21]3[CH:26]=[CH:25][CH:24]=[CH:23][CH:22]=3)[CH:10]=[CH:9][CH:8]=2)[CH2:4][N:5]1[CH:12]1[CH2:17][CH2:16][C:15](=[O:18])[NH:14][C:13]1=[O:19] |f:2.3|. Reported procedure: A stirred mixture of 3-(4-amino-1-oxoisoindolin-2-yl)piperidine-2,6-dione (518 mg, 2.0 mmol) and benzaldehyde (0.21 ml, 2.0 mmol) in methanol (20 ml) was heated to reflux for 5 h. The solvent was removed in vacuo to give a solid. The solid was re-dissolved in acetic acid (20 ml). The stirred solution was heated to reflux for 1 h, and was then allowed to cool to room temperature. To the stirred solution was added sodium borohydride (90 mg, 2.3 mmol) and stirring continued at room temperature for ... Reaction SMILES: [Cl:1][c:2]1[n:3]([CH2:10][CH2:11][C:12]2([CH3:15])[O:13][CH2:14]2)[cH:4][c:5]([N+:7](=[O:8])[O-:9])[n:6]1.[OH:16][c:17]1[cH:18][cH:19][c:20]([I:21])[cH:22][cH:23]1>>[Cl:1][c:2]1[n:3]([CH2:10][CH2:11][C:12]([OH:13])([CH2:14][O:16][c:17]2[cH:18][cH:19][c:20]([I:21])[cH:22][cH:23]2)[CH3:15])[cH:4][c:5]([N+:7](=[O:8])[O-:9])[n:6]1. Yields the product CC(O)(CCn1cc([N+](=O)[O-])nc1Cl)COc1ccc(I)cc1. Reactants: CC1(CCn2cc([N+](=O)[O-])nc2Cl)CO1, Oc1ccc(I)cc1. The solvent is CN1C(CCC1)=O (N-methylpyrrolidone). Procedure: (R)-2-Nitro-7-(4-piperazin-1-ylphenoxymethyl)-6,7-dihydro-5H-imidazo[2,1-b][1,3]oxazine (0.50 g), 4-(5-trifluoromethylpyridin-2-yloxy)benzaldehyde (0.41 g), N-methylpyrrolidone (10 ml), and sodium triacetoxyborohydride (0.44 g) were mixed and stirred at room temperature for 16 hours. The reaction mixture was added to a 1 N sodium hydroxide aqueous solution. The precipitated crystal was collected by filtration. The crude crystal was purified by silica gel column chromatography (methylene chloride... Reactants: [OH-].[Na+] (sodium hydroxide), [N+](=O)([O-])C=1N=C2O[C@H](CCN2C1)COC1=CC=C(C=C1)N1CCNCC1 ((R)-2-Nitro-7-(4-piperazin-1-ylphenoxymethyl)-6,7-dihydro-5H-imidazo[2,1-b][1,3]oxazine), FC(C=1C=CC(=NC1)OC1=CC=C(C=O)C=C1)(F)F (4-(5-trifluoromethylpyridin-2-yloxy)benzaldehyde), C(C)(=O)O[BH-](OC(C)=O)OC(C)=O.[Na+] (sodium triacetoxyborohydride). The product is [N+](=O)([O-])C=1N=C2O[C@H](CCN2C1)COC1=CC=C(C=C1)N1CCN(CC1)CC1=CC=C(C=C1)OC1=NC=C(C=C1)C(F)(F)F ((R)-2-nitro-7-(4-{4-[4-(5-trifluoromethylpyridin-2-yloxy)benzyl]piperazin-1-yl}phenoxymethyl)-6,7-dihydro-5H-imidazo[2,1-b][1,3]oxazine). Yield: 64.7%. As a reaction SMILES: [N+:1]([C:4]1[N:5]=[C:6]2[N:11]([CH:12]=1)[CH2:10][CH2:9][C@H:8]([CH2:13][O:14][C:15]1[CH:20]=[CH:19][C:18]([N:21]3[CH2:26][CH2:25][NH:24][CH2:23][CH2:22]3)=[CH:17][CH:16]=1)[O:7]2)([O-:3])=[O:2].[F:27][C:28]([F:45])([F:44])[C:29]1[CH:30]=[CH:31][C:32]([O:35][C:36]2[CH:43]=[CH:42][C:39]([CH:40]=O)=[CH:38][CH:37]=2)=[N:33][CH:34]=1.C(O[BH-](OC(=O)C)OC(=O)C)(=O)C.[Na+].[OH-].[Na+]>CN1CCCC1=O>[N+:1]([C:4]1[N:5]=[C:6]2[N:11]([CH:12]=1)[CH2:10][CH2:9][C@H:8]([CH2:13][O:14][C:15]1[CH:20]=[CH:19][C:18]([N:21]3[CH2:26][CH2:25][N:24]([CH2:40][C:39]4[CH:38]=[CH:37][C:36]([O:35][C:32]5[CH:31]=[CH:30][C:29]([C:28]([F:45])([F:27])[F:44])=[CH:34][N:33]=5)=[CH:43][CH:42]=4)[CH2:23][CH2:22]3)=[CH:17][CH:16]=1)[O:7]2)([O-:3])=[O:2] |f:2.3,4.5|. Run at time 16 hour. The reactants are O=C([O-])[O-], CC(Oc1c(N)ncc2ccoc12)c1nnc2ccc(Cl)nn12, [K+], [K+], C1COCCO1, O, OB(O)c1ccccc1, c1ccc(P(c2ccccc2)(c2ccccc2)[Pd](P(c2ccccc2)(c2ccccc2)c2ccccc2)(P(c2ccccc2)(c2ccccc2)c2ccccc2)P(c2ccccc2)(c2ccccc2)c2ccccc2)cc1. Product: CC(Oc1c(N)ncc2ccoc12)c1nnc2ccc(-c3ccccc3)nn12. As a reaction SMILES: [C:33](=[O:34])([O-:35])[O-:36].[Cl:1][c:2]1[cH:3][cH:4][c:5]2[n:6]([n:7]1)[c:8]([CH:11]([CH3:12])[O:13][c:14]1[c:15]3[c:16]([cH:17][n:18][c:19]1[NH2:20])[cH:21][cH:22][o:23]3)[n:9][n:10]2.[K+:37].[K+:38].[O:39]1[CH2:40][CH2:41][O:42][CH2:43][CH2:44]1.[OH2:122].[OH:24][B:25]([OH:26])[c:27]1[cH:28][cH:29][cH:30][cH:31][cH:32]1.[cH:45]1[cH:46][cH:47][c:48]([P:49]([Pd:50]([P:51]([c:52]2[cH:53][cH:54][cH:55][cH:56][cH:57]2)([c:58]2[cH:59][cH:60][cH:61][cH:62][cH:63]2)[c:64]2[cH:65][cH:66][cH:67][cH:68][cH:69]2)([P:70]([c:71]2[cH:72][cH:73][cH:74][cH:75][cH:76]2)([c:77]2[cH:78][cH:79][cH:80][cH:81][cH:82]2)[c:83]2[cH:84][cH:85][cH:86][cH:87][cH:88]2)[P:89]([c:90]2[cH:91][cH:92][cH:93][cH:94][cH:95]2)([c:96]2[cH:97][cH:98][cH:99][cH:100][cH:101]2)[c:102]2[cH:103][cH:104][cH:105][cH:106][cH:107]2)([c:108]2[cH:109][cH:110][cH:111][cH:112][cH:113]2)[c:114]2[cH:115][cH:116][cH:117][cH:118][cH:119]2)[cH:120][cH:121]1>>[c:2]1(-[c:27]2[cH:28][cH:29][cH:30][cH:31][cH:32]2)[cH:3][cH:4][c:5]2[n:6]([n:7]1)[c:8]([CH:11]([CH3:12])[O:13][c:14]1[c:15]3[c:16]([cH:17][n:18][c:19]1[NH2:20])[cH:21][cH:22][o:23]3)[n:9][n:10]2. The reactants are O=C([O-])[O-], C1COCCO1, [Cs+], [Cs+], Cn1ccc(I)cc1=O, COCC(C)(O)CC1(c2ccccc2)CCN(C(C)c2ccc(B3OC(C)(C)C(C)(C)O3)cc2)C(=O)O1, Cl[Pd]Cl, c1ccc(P(c2ccccc2)c2ccccc2)cc1, c1ccc(P(c2ccccc2)c2ccccc2)cc1. The product is COCC(C)(O)CC1(c2ccccc2)CCN(C(C)c2ccc(-c3ccn(C)c(=O)c3)cc2)C(=O)O1. RXN SMILES: [C:47](=[O:48])([O-:49])[O-:50].[CH2:53]1[O:54][CH2:55][CH2:56][O:57][CH2:58]1.[Cs+:51].[Cs+:52].[I:38][c:39]1[cH:40][c:41](=[O:46])[n:42]([CH3:45])[cH:43][cH:44]1.[OH:1][C:2]([CH2:3][C:4]1([c:28]2[cH:29][cH:30][cH:31][cH:32][cH:33]2)[CH2:5][CH2:6][N:7]([CH:11]([CH3:12])[c:13]2[cH:14][cH:15][c:16]([B:19]3[O:20][C:21]([CH3:22])([CH3:23])[C:24]([CH3:25])([CH3:26])[O:27]3)[cH:17][cH:18]2)[C:8](=[O:10])[O:9]1)([CH2:34][O:35][CH3:36])[CH3:37].[Pd:59]([Cl:60])[Cl:61].[c:62]1([P:63]([c:64]2[cH:65][cH:66][cH:67][cH:68][cH:69]2)[c:70]2[cH:71][cH:72][cH:73][cH:74][cH:75]2)[cH:76][cH:77][cH:78][cH:79][cH:80]1.[c:81]1([P:82]([c:83]2[cH:84][cH:85][cH:86][cH:87][cH:88]2)[c:89]2[cH:90][cH:91][cH:92][cH:93][cH:94]2)[cH:95][cH:96][cH:97][cH:98][cH:99]1>>[OH:1][C:2]([CH2:3][C:4]1([c:28]2[cH:29][cH:30][cH:31][cH:32][cH:33]2)[CH2:5][CH2:6][N:7]([CH:11]([CH3:12])[c:13]2[cH:14][cH:15][c:16](-[c:39]3[cH:40][c:41](=[O:46])[n:42]([CH3:45])[cH:43][cH:44]3)[cH:17][cH:18]2)[C:8](=[O:10])[O:9]1)([CH2:34][O:35][CH3:36])[CH3:37].